This data is from the Open Reaction Database (ORD), a public repository of structured organic reaction records. The task is: describe an organic reaction: reactants, conditions, products, and yield The reactants are COC1=C(C2=CC=CC=C2C=C1)C=O (2-methoxy-1-naphthaldehyde), CN(N)C1=CC=CC=C1 (1-methyl-1-phenylhydrazine). Reagents/catalysts: Cl (hydrochloric acid). Solvent: C(C)O (ethanol). Product: CN(N=CC1=C(C=CC2=CC=CC=C12)OC)C1=CC=CC=C1 (2-methoxy-1-naphthaldehyde 1-methyl-1-phenylhydrazone). As a reaction SMILES: [CH3:1][O:2][C:3]1[CH:12]=[CH:11][C:10]2[C:5](=[CH:6][CH:7]=[CH:8][CH:9]=2)[C:4]=1[CH:13]=O.[CH3:15][N:16]([C:18]1[CH:23]=[CH:22][CH:21]=[CH:20][CH:19]=1)[NH2:17]>Cl.C(O)C>[CH3:15][N:16]([C:18]1[CH:23]=[CH:22][CH:21]=[CH:20][CH:19]=1)[N:17]=[CH:13][C:4]1[C:5]2[C:10](=[CH:9][CH:8]=[CH:7][CH:6]=2)[CH:11]=[CH:12][C:3]=1[O:2][CH3:1]. Procedure details: 3.7 g of 2-methoxy-1-naphthaldehyde and 4.9 g of 1-methyl-1-phenylhydrazine were added to 50 ml of ethanol. To the mixture, two or three drops of 1 N hydrochloric acid were added. The mixture was heated and refluxed for about one hour. The reaction mixture was cooled and the crystals then separated, which were then collected on a suction funnel. The thus obtained crude 2-methoxy-1-naphthaldehyde 1-methyl-1-phenylhydrazone was recrystallized from ethanol. The yield was 3.7 g (63.8%) of light yell... Reactants: C(=O)([O-])[O-].[Cs+].[Cs+] (Cs2CO3), O1CCN(CC1)CC=1C=C(C=CC1)B(O)O ((3-(morpholinomethyl)phenyl)boronic acid), BrC=1C=C(C(=NC1)N)C=1N=NN(C1)C(C)C (5-bromo-3-(1-isopropyl-1H-[1,2,3]triazol-4-yl)-pyridin-2-ylamine). Reagents/catalysts: C=1C=CC(=CC1)[P](C=2C=CC=CC2)(C=3C=CC=CC3)[Pd]([P](C=4C=CC=CC4)(C=5C=CC=CC5)C=6C=CC=CC6)([P](C=7C=CC=CC7)(C=8C=CC=CC8)C=9C=CC=CC9)[P](C=1C=CC=CC1)(C=1C=CC=CC1)C=1C=CC=CC1 (Pd(PPh3)4). Solvent: O1CCOCC1 (dioxane), O (water). Reaction conditions: temperature 120 celsius. Yields the product C(C)(C)N1N=NC(=C1)C=1C(=NC=C(C1)C1=CC(=CC=C1)CN1CCOCC1)N (3-(1-Isopropyltriazol-4-yl)-5-[3-(morpholinomethyl)phenyl]pyridin-2-amine). Yield: 58.5%. RXN SMILES: C([O-])([O-])=O.[Cs+].[Cs+].[O:7]1[CH2:12][CH2:11][N:10]([CH2:13][C:14]2[CH:15]=[C:16](B(O)O)[CH:17]=[CH:18][CH:19]=2)[CH2:9][CH2:8]1.Br[C:24]1[CH:25]=[C:26]([C:31]2[N:32]=[N:33][N:34]([CH:36]([CH3:38])[CH3:37])[CH:35]=2)[C:27]([NH2:30])=[N:28][CH:29]=1>O1CCOCC1.O.C1C=CC([P]([Pd]([P](C2C=CC=CC=2)(C2C=CC=CC=2)C2C=CC=CC=2)([P](C2C=CC=CC=2)(C2C=CC=CC=2)C2C=CC=CC=2)[P](C2C=CC=CC=2)(C2C=CC=CC=2)C2C=CC=CC=2)(C2C=CC=CC=2)C2C=CC=CC=2)=CC=1>[CH:36]([N:34]1[CH:35]=[C:31]([C:26]2[C:27]([NH2:30])=[N:28][CH:29]=[C:24]([C:16]3[CH:17]=[CH:18][CH:19]=[C:14]([CH2:13][N:10]4[CH2:11][CH2:12][O:7][CH2:8][CH2:9]4)[CH:15]=3)[CH:25]=2)[N:32]=[N:33]1)([CH3:38])[CH3:37] |f:0.1.2,^1:49,51,70,89|. Reported procedure: Cs2CO3 (858 mg, 2.64 mmol) was added to a solution of (3-(morpholinomethyl)phenyl)boronic acid (250 mg, 0.88 mmol) and 5-bromo-3-(1-isopropyl-1H-[1,2,3]triazol-4-yl)-pyridin-2-ylamine (215 mg, 0.97 mmol) in dioxane: water (8 mL: 4 mL) degassed the reaction mixture for 10 min with nitrogen. Then added Pd(PPh3)4 (50 mg, 0.044 mmol), degassed the reaction mixture for additional 10 min with nitrogen, the reaction mixture was heated to 120° C. in microwave for 1 h. The reaction mixture was diluted wi... Reactants: CCO, Cl, [K+], Nc1c(Cl)cccc1CO, [OH-], S=C=S. The product is S=C1Nc2c(Cl)cccc2CS1. As a reaction SMILES: [CH3:17][CH2:18][OH:19].[ClH:16].[K+:15].[NH2:1][c:2]1[c:3]([CH2:4][OH:5])[cH:6][cH:7][cH:8][c:9]1[Cl:10].[OH-:14].[S:11]=[C:12]=[S:13]>>[NH:1]1[c:2]2[c:3]([cH:6][cH:7][cH:8][c:9]2[Cl:10])[CH2:4][S:13][C:12]1=[S:11]. The product is ClC1=C2C(C(=O)OC2=O)=CC(=C1)Cl (3,5-dichlorophthalic anhydride). Procedure: 3,5-Dichlorophthalic acid (3.36 g, preparation given in Example 1 of U.S. Pat. No. 5,086,188) was refluxed with 10 mL of xylenes while the water generated from the cyclization was collected in a Barrett trap. After refluxing for 5 hours the reaction was cooled, and the xylenes were removed under vacuum. The resultant solids were dried overnight in a vacuum desiccator to give 2.32 g of 3,5-dichlorophthalic anhydride, mp 90° to 94° C. Starting materials: ClC1=C(C(C(=O)O)=CC(=C1)Cl)C(=O)O (3,5-Dichlorophthalic acid), xylenes. Solvent: O (water). Reaction SMILES: [Cl:1][C:2]1[CH:10]=[C:9]([Cl:11])[CH:8]=[C:4]([C:5]([OH:7])=O)[C:3]=1[C:12]([OH:14])=[O:13]>O>[Cl:1][C:2]1[CH:10]=[C:9]([Cl:11])[CH:8]=[C:4]2[C:5]([O:14][C:12](=[O:13])[C:3]=12)=[O:7]. The reactants are C1COCCN1, CO, CC(O)[PH](=O)O. Product: C1COCC[NH2+]1, CC(O)[PH](=O)[O-]. Reaction SMILES: [CH2:7]1[CH2:8][O:9][CH2:10][CH2:11][NH:12]1.[CH3:13][OH:14].[OH:1][CH:2]([CH3:3])[PH:4]([OH:5])=[O:6]>>[CH2:7]1[CH2:8][O:9][CH2:10][CH2:11][NH2+:12]1.[OH:1][CH:2]([CH3:3])[PH:4](=[O:5])[O-:6]. Reactants: N(=O)[O-].[Na+] (sodium nitrite), C(C)(=O)[O-].[Na+] (sodium acetate), NC1=CC=C(C(=O)N[C@@H](CCC(=O)O)C(=O)O)C=C1 (p-aminobenzoylglutamic acid), NC1=NC(=C(C(=N1)N)N)O (2,4,5-triamino-6-hydroxypyrimidine), ClC(C(=O)CCl)Cl (1,1,3-trichloroacetone). The product is crude product, C1=CC(=CC=C1C(=O)N[C@@H](CCC(=O)O)C(=O)O)NCC2=CN=C3C(=N2)C(=O)N=C(N3)N (PteGlu). As a reaction SMILES: [NH2:1][C:2]1[N:7]=[C:6]([NH2:8])[C:5]([NH2:9])=[C:4]([OH:10])[N:3]=1.Cl[CH:12](Cl)[C:13]([CH2:15]Cl)=O.[NH2:18][C:19]1[CH:36]=[CH:35][C:22]([C:23]([NH:25][C@H:26]([C:32]([OH:34])=[O:33])[CH2:27][CH2:28][C:29]([OH:31])=[O:30])=[O:24])=[CH:21][CH:20]=1.N([O-])=O.[Na+].C([O-])(=O)C.[Na+]>>[CH:21]1[C:22]([C:23]([NH:25][C@H:26]([C:32]([OH:34])=[O:33])[CH2:27][CH2:28][C:29]([OH:31])=[O:30])=[O:24])=[CH:35][CH:36]=[C:19]([NH:18][CH2:15][C:13]2[N:9]=[C:5]3[C:4]([N:3]=[C:2]([NH2:1])[NH:7][C:6]3=[N:8][CH:12]=2)=[O:10])[CH:20]=1 |f:3.4,5.6|. Procedure: At present, PteGlu of folic acids is industrially produced through chemical synthesis. Briefly, three components of 2,4,5-triamino-6-hydroxypyrimidine, 1,1,3-trichloroacetone and p-aminobenzoylglutamic acid are condensed in the presence of sodium nitrite in a solution of sodium acetate to give a crude product of folic acid, PteGlu, and the product is purified through recrystallization. Starting materials: ClC1=C(C(=CC(=C1)C(F)(F)F)Cl)N1N=C(C(=C1)SC(F)(F)F)C(C)O (1-(2,6-dichloro-4-trifluoromethylphenyl)-3-(1-hydroxyethyl)-4-trifluoromethylthiopyrazole), [Cr](=O)(=O)([O-])Cl.[NH+]1=CC=CC=C1 (pyridinium chlorochromate), CCOCC (Ether). The solvent is ClCCl (dichloromethane). Conditions: time 8 hour. Yields the product C(C)(=O)C1=NN(C=C1SC(F)(F)F)C1=C(C=C(C=C1Cl)C(F)(F)F)Cl (3-acetyl-1-(2,6-dichloro-4-trifluoromethylphenyl)-4-trifluoromethylthiopyrazole). Yield: 36.5%. Reaction SMILES: [Cl:1][C:2]1[CH:7]=[C:6]([C:8]([F:11])([F:10])[F:9])[CH:5]=[C:4]([Cl:12])[C:3]=1[N:13]1[CH:17]=[C:16]([S:18][C:19]([F:22])([F:21])[F:20])[C:15]([CH:23]([OH:25])[CH3:24])=[N:14]1.[Cr](Cl)([O-])(=O)=O.[NH+]1C=CC=CC=1.CCOCC>ClCCl>[C:23]([C:15]1[C:16]([S:18][C:19]([F:20])([F:21])[F:22])=[CH:17][N:13]([C:3]2[C:2]([Cl:1])=[CH:7][C:6]([C:8]([F:9])([F:11])[F:10])=[CH:5][C:4]=2[Cl:12])[N:14]=1)(=[O:25])[CH3:24] |f:1.2|. Procedure: To a solution of 1-(2,6-dichloro-4-trifluoromethylphenyl)-3-(1-hydroxyethyl)-4-trifluoromethylthiopyrazole (1.1 g) in dichloromethane (40 ml) was added pyridinium chlorochromate (0.62 g), and the mixture stirred at room temperature overnight. Ether (50 ml) was added and the mixture filtered on diatomaceous earth. Evaporation of the filtrate in vacuo gave a brown solid, which was triturated with hexane and filtered. The filtrate was evaporated in vacuo to give a yellow solid, which recrystallised... Starting materials: [OH-].[Na+] (sodium hydroxide), NC[C@H]1CN(CCC1)C(=O)OC(C)(C)C (t-butyl (S)-3-aminomethyl-1-piperidinecarboxylate), ClC(=O)OCC1=CC=CC=C1 (benzyl chloroformate). Reagents/catalysts: S(=O)(=O)(O)[O-].C(CCC)[N+](CCCC)(CCCC)CCCC (tetrabutylammonium hydrogen sulphate). Solvent: CCCCCC (hexane), O (water). Reaction conditions: time 3 hour. Product: C(C1=CC=CC=C1)OC(=O)NC[C@H]1CN(CCC1)C(=O)OC(C)(C)C (t-Butyl (S)-3-[(1-(benzyloxy)formamido]-methyl]-1-piperidinecarboxylate). As a reaction SMILES: [OH-].[Na+].[NH2:3][CH2:4][C@@H:5]1[CH2:10][CH2:9][CH2:8][N:7]([C:11]([O:13][C:14]([CH3:17])([CH3:16])[CH3:15])=[O:12])[CH2:6]1.Cl[C:19]([O:21][CH2:22][C:23]1[CH:28]=[CH:27][CH:26]=[CH:25][CH:24]=1)=[O:20]>S([O-])(O)(=O)=O.C([N+](CCCC)(CCCC)CCCC)CCC.CCCCCC.O>[CH2:22]([O:21][C:19]([NH:3][CH2:4][C@@H:5]1[CH2:10][CH2:9][CH2:8][N:7]([C:11]([O:13][C:14]([CH3:17])([CH3:16])[CH3:15])=[O:12])[CH2:6]1)=[O:20])[C:23]1[CH:28]=[CH:27][CH:26]=[CH:25][CH:24]=1 |f:0.1,4.5|. Reported procedure: A)a) 3.7 g of tetrabutylammonium hydrogen sulphate and 100 ml of 1N sodium hydroxide solution are added to a solution of 10.0 g of t-butyl (S)-3-aminomethyl-1-piperidinecarboxylate (Example 6d) in 400 ml of hexane and 100 ml of water. 9.3 ml of benzyl chloroformate are added dropwise to this mixture and the mixture obtained is stirred at room temperature for 3 hours. Subsequently, the organic phase is separated, washed with water, 10% citric acid, water and saturated sodium bicarbonate solution,...